describe an organic reaction: reactants, conditions, products, and yield From a dataset of the Open Reaction Database (ORD), a public repository of structured organic reaction records. Procedure: A mixture of 4-trifluoromethyl-4′-vinyl-biphenyl (1.9 g, 7.7 mmol), (4-Bromo-2-methyl-phenoxy)-acetic acid methyl ester (2.0 g, 7.7 mmol), anhydrous sodium acetate (1.2 g, 14.6 mmol), N,N-dimethylglycine (0.23 g, 2.2 mmol), and palladium acetate (0.025 g, 0.11 mmol) in 10 ml of 1-methyl-pyrrolidin-2-one was heated at 130° C. for 10 h. The reaction mixture was partitioned between 250 ml of brine and 300 ml of ethyl acetate. The total mixture was filtered through a bed of Celite filter-aid. The or... As a reaction SMILES: [F:1][C:2]([F:18])([F:17])[C:3]1[CH:8]=[CH:7][C:6]([C:9]2[CH:14]=[CH:13][C:12]([CH:15]=[CH2:16])=[CH:11][CH:10]=2)=[CH:5][CH:4]=1.[CH3:19][O:20][C:21](=[O:32])[CH2:22][O:23][C:24]1[CH:29]=[CH:28][C:27](Br)=[CH:26][C:25]=1[CH3:31].C([O-])(=O)C.[Na+].CN(C)CC(O)=O>CN1CCCC1=O.C([O-])(=O)C.[Pd+2].C([O-])(=O)C>[CH3:19][O:20][C:21](=[O:32])[CH2:22][O:23][C:24]1[CH:29]=[CH:28][C:27]([CH:16]=[CH:15][C:12]2[CH:13]=[CH:14][C:9]([C:6]3[CH:5]=[CH:4][C:3]([C:2]([F:17])([F:18])[F:1])=[CH:8][CH:7]=3)=[CH:10][CH:11]=2)=[CH:26][C:25]=1[CH3:31] |f:2.3,6.7.8|. Solvent: CN1C(CCC1)=O (1-methyl-pyrrolidin-2-one). Product: COC(COC1=C(C=C(C=C1)C=CC1=CC=C(C=C1)C1=CC=C(C=C1)C(F)(F)F)C)=O ({2-methyl-4-[2-(4′-trifluoromethyl-biphenyl-4-yl)-vinyl]-phenoxy}-acetic acid methyl ester). Reagents/catalysts: C(C)(=O)[O-].[Pd+2].C(C)(=O)[O-] (palladium acetate). Reactants: FC(C1=CC=C(C=C1)C1=CC=C(C=C1)C=C)(F)F (4-trifluoromethyl-4′-vinyl-biphenyl), COC(COC1=C(C=C(C=C1)Br)C)=O ((4-Bromo-2-methyl-phenoxy)-acetic acid methyl ester), C(C)(=O)[O-].[Na+] (sodium acetate), CN(CC(=O)O)C (N,N-dimethylglycine). Run at temperature 130 celsius. Reported procedure: In the same manner as in Example 125 and using 2-methyl-8-nitrothieno[2,3-b][1,5]benzoxazepin-4(5H)-one, phosphorus oxychloride, N,N-dimethylaniline and 1-methylpiperazine, 2-methyl-4-(4-methylpiperazin-1-yl)-8-nitrothieno[2,3-b][1,5]benzoxazepine is obtained. Yields the product CC1=CC2=C(OC3=C(N=C2N2CCN(CC2)C)C=CC(=C3)[N+](=O)[O-])S1 (2-methyl-4-(4-methylpiperazin-1-yl)-8-nitrothieno[2,3-b][1,5]benzoxazepine). Starting materials: CC1=CC2=C(OC3=C(NC2=O)C=CC(=C3)[N+](=O)[O-])S1 (2-methyl-8-nitrothieno[2,3-b][1,5]benzoxazepin-4(5H)-one), CN1CCNCC1 (1-methylpiperazine), P(=O)(Cl)(Cl)Cl (phosphorus oxychloride), CN(C1=CC=CC=C1)C (N,N-dimethylaniline). As a reaction SMILES: [CH3:1][C:2]1[S:19][C:5]2[O:6][C:7]3[CH:15]=[C:14]([N+:16]([O-:18])=[O:17])[CH:13]=[CH:12][C:8]=3[NH:9][C:10](=O)[C:4]=2[CH:3]=1.P(Cl)(Cl)(Cl)=O.CN(C)C1C=CC=CC=1.[CH3:34][N:35]1[CH2:40][CH2:39][NH:38][CH2:37][CH2:36]1>>[CH3:1][C:2]1[S:19][C:5]2[O:6][C:7]3[CH:15]=[C:14]([N+:16]([O-:18])=[O:17])[CH:13]=[CH:12][C:8]=3[N:9]=[C:10]([N:38]3[CH2:39][CH2:40][N:35]([CH3:34])[CH2:36][CH2:37]3)[C:4]=2[CH:3]=1. The reactants are C(C1=CC=CC=C1)[C@@H]1N(C(OC1)=O)C(C[C@H](C1=NOC=C1)C1=CC=C(C=C1)O)=O ((S)-4-Benzyl-3-((S)-3-(4-hydroxyphenyl)-3-(isoxazol-3-yl)propanoyl)oxazolidin-2-one), BrCC=1C=C(C=CC1)B(O)O (3-(bromomethyl)phenylboronic acid), C([O-])([O-])=O.[Cs+].[Cs+] (Cesium carbonate). Solvent: O (water), CN(C)C=O (DMF). Reaction conditions: time 48 hour. Yields the product C(C1=CC=CC=C1)[C@@H]1N(C(OC1)=O)C(C[C@H](C1=NOC=C1)C1=CC=C(OCC=2C=C(C=CC2)B(O)O)C=C1)=O (3-((4-((S)-3-((S)-4-Benzyl-2-oxooxazolidin-3-yl)-1-(isoxazol-3-yl)-3-oxopropyl)phenoxy)methyl)phenylboronic acid). Yield: 17.7%. RXN SMILES: [CH2:1]([C@H:8]1[CH2:12][O:11][C:10](=[O:13])[N:9]1[C:14](=[O:29])[CH2:15][C@@H:16]([C:22]1[CH:27]=[CH:26][C:25]([OH:28])=[CH:24][CH:23]=1)[C:17]1[CH:21]=[CH:20][O:19][N:18]=1)[C:2]1[CH:7]=[CH:6][CH:5]=[CH:4][CH:3]=1.Br[CH2:31][C:32]1[CH:33]=[C:34]([B:38]([OH:40])[OH:39])[CH:35]=[CH:36][CH:37]=1.C(=O)([O-])[O-].[Cs+].[Cs+]>CN(C=O)C.O>[CH2:1]([C@H:8]1[CH2:12][O:11][C:10](=[O:13])[N:9]1[C:14](=[O:29])[CH2:15][C@@H:16]([C:22]1[CH:27]=[CH:26][C:25]([O:28][CH2:31][C:32]2[CH:33]=[C:34]([B:38]([OH:40])[OH:39])[CH:35]=[CH:36][CH:37]=2)=[CH:24][CH:23]=1)[C:17]1[CH:21]=[CH:20][O:19][N:18]=1)[C:2]1[CH:7]=[CH:6][CH:5]=[CH:4][CH:3]=1 |f:2.3.4|. Reported procedure: The phenol (7.5) (400 mg, 1.02 mmol) and 3-(bromomethyl)phenylboronic acid (219 mg, 1.02 mmol) were dissolved in DMF (10 mL). Cesium carbonate (664 mg, 2.04 mmol) was added to the mixture, and the slurry was stirred for 48 hours. The reaction was then diluted with water and extracted with EtOAc (2×100 mL). The organic layers were combined and washed with a 1 M lithium chloride solution (1×50 mL) and brine (1×50 mL), and dried over magnesium sulfate. The filtrate was concentrated, and the residue... The reactants are [Cl-].[Na+] (sodium chloride), C(C)(C)(C)OC(=O)N1[C@@H](CN(CC1)C(=O)OCC1=CC=CC=C1)C(=O)OCC ((2S)-2-ethoxycarbonylpiperazine-1,4-dicarboxylic acid 4-benzyl ester 1-tert-butyl ester), [BH4-].[Li+] (lithium borohydride), Cl (Hydrochloric acid). Run in C(C)(=O)OCC (ethyl acetate), CO (methanol). Run at time 90 minute. Yields the product C(C)(C)(C)OC(=O)N1[C@@H](CN(CC1)C(=O)OCC1=CC=CC=C1)CO ((2S)-2-(hydroxymethyl)piperazine-1,4-dicarboxylic acid 4-benzyl ester 1-tert-butyl ester). Isolated yield 100.6%. Reaction SMILES: [C:1]([O:5][C:6]([N:8]1[CH2:13][CH2:12][N:11]([C:14]([O:16][CH2:17][C:18]2[CH:23]=[CH:22][CH:21]=[CH:20][CH:19]=2)=[O:15])[CH2:10][C@H:9]1[C:24](OCC)=[O:25])=[O:7])([CH3:4])([CH3:3])[CH3:2].[BH4-].[Li+].Cl.[Cl-].[Na+]>C(OCC)(=O)C.CO>[C:1]([O:5][C:6]([N:8]1[CH2:13][CH2:12][N:11]([C:14]([O:16][CH2:17][C:18]2[CH:19]=[CH:20][CH:21]=[CH:22][CH:23]=2)=[O:15])[CH2:10][C@H:9]1[CH2:24][OH:25])=[O:7])([CH3:4])([CH3:3])[CH3:2] |f:1.2,4.5|. Procedure: Under nitrogen atmosphere, to a solution of (2S)-2-ethoxycarbonylpiperazine-1,4-dicarboxylic acid 4-benzyl ester 1-tert-butyl ester (9.35 g) was added portionwise lithium borohydride (1.82 g), and the reaction mixture was stirred for 90 minutes. After methanol (2.32 ml) was added dropwise to the solution under ice-cooling, the mixture was stirred at room temperature for 17 hours. 1N Hydrochloric acid (80 ml) was added dropwise under ice-cooling, and ethyl acetate (100 ml) and sodium chloride (6 ... Starting materials: C(C=C)Br (allyl bromide), C[O-].[Na+] (sodium methoxide), [Na] (sodium), OC=1C(=NC=CC1)CO (3-hydroxy-2-hydroxymethylpyridine). Run in CS(=O)C (DMSO), CO (methanol), CO (methanol). Conditions: time 2 hour. Product: C(C=C)OC=1C(=NC=CC1)CO (3-Allyloxy-2-hydroxymethylpyridine). As a reaction SMILES: C[O-].[Na+].[Na].[OH:5][C:6]1[C:7]([CH2:12][OH:13])=[N:8][CH:9]=[CH:10][CH:11]=1.[CH2:14](Br)[CH:15]=[CH2:16]>CS(C)=O.CO>[CH2:16]([O:5][C:6]1[C:7]([CH2:12][OH:13])=[N:8][CH:9]=[CH:10][CH:11]=1)[CH:15]=[CH2:14] |f:0.1,^1:3|. Reported procedure: To a sodium methoxide, methanol mixture made from 1.43 g (62 mmole) sodium metal and 100 ml methanol was added 5.9 g (31 mmole) 3-hydroxy-2-hydroxymethylpyridine and the methanol removed in vacuo. The resulting residue was dissolved in 80 ml dimethylsulfoxide (DMSO) and 3.0 ml (34.7 mmole) allyl bromide in 20 ml DMSO was added over 20 minutes at room temperature. The mixture was stirred for two hours, the DMSO distilled in vacuo and the residue partitioned betwen chloroform/water. The aqueous ph...